This data is from the Open Reaction Database (ORD), a public repository of structured organic reaction records. The task is: describe an organic reaction: reactants, conditions, products, and yield Reactants: C(C1=CC=CC=C1)OC(=O)[C@H]1C(S([C@H]2N1C([C@H]2[C@@H](C)O)=O)(=O)=O)(C)C ((3S,5R,6R)-2,2-dimethyl-6-[(1R)-1-hydroxyethyl]-penam-3-carboxylic acid benzyl ester 1,1-dioxide), C(C)(C)(C)[Si](Cl)(C)C (tert.-butyldimethylchlorosilane), N1C=NC=C1 (imidazole). Yields the product C(C1=CC=CC=C1)OC(=O)[C@H]1C(S([C@H]2N1C([C@H]2[C@@H](C)O[Si](C)(C)C(C)(C)C)=O)(=O)=O)(C)C ((3S,5R,6R)-2,2-dimethyl-6-[(1R)-1-(tert.-butyl-dimethyl-silyloxy)-ethyl]-penam-3-carboxylic acid benzyl ester 1,1-dioxide). As a reaction SMILES: [CH2:1]([O:8][C:9]([C@@H:11]1[N:15]2[C:16](=[O:21])[C@@H:17]([C@H:18]([OH:20])[CH3:19])[C@H:14]2[S:13](=[O:23])(=[O:22])[C:12]1([CH3:25])[CH3:24])=[O:10])[C:2]1[CH:7]=[CH:6][CH:5]=[CH:4][CH:3]=1.[C:26]([Si:30]([CH3:33])([CH3:32])Cl)([CH3:29])([CH3:28])[CH3:27].N1C=CN=C1>>[CH2:1]([O:8][C:9]([C@@H:11]1[N:15]2[C:16](=[O:21])[C@@H:17]([C@H:18]([O:20][Si:30]([C:26]([CH3:29])([CH3:28])[CH3:27])([CH3:33])[CH3:32])[CH3:19])[C@H:14]2[S:13](=[O:22])(=[O:23])[C:12]1([CH3:24])[CH3:25])=[O:10])[C:2]1[CH:7]=[CH:6][CH:5]=[CH:4][CH:3]=1. Reported procedure: In a manner analogous to that described in Examples (1ba) to (1bc), by reaction of (3S,5R,6R)-2,2-dimethyl-6-[(1R)-1-hydroxyethyl]-penam-3-carboxylic acid benzyl ester 1,1-dioxide (German Offenlegungsschrift No. 3039504) with tert.-butyldimethylchlorosilane and imidazole, (3S,5R,6R)-2,2-dimethyl-6-[(1R)-1-(tert.-butyl-dimethyl-silyloxy)-ethyl]-penam-3-carboxylic acid benzyl ester 1,1-dioxide [IR (methylene chloride): 3.42; 5.56; 5.63μ] is obtained, which is treated with DBU and then with DBU/met... The yield is 50.0%. Starting materials: BrCC1=CC=C(C(=O)O)C=C1 (4-Bromomethylbenzoic acid), bromomethyl, N (NH3), BrCC1=CC=C(C(=O)OC(C)(C)C)C=C1 (t-butyl 4-bromomethylbenzoate), CC(C)=C (isobutylene), [F-].C(CCC)[N+](CCCC)(CCCC)CCCC (tetrabutylammonium fluoride). RXN SMILES: BrC[C:3]1[CH:11]=[CH:10][C:6]([C:7]([OH:9])=[O:8])=[CH:5][CH:4]=1.Br[CH2:13]C1C=CC(C(OC(C)(C)C)=O)=CC=1.CC(=C)C.N.[F-:32].C([N+](CCCC)(CCCC)CCCC)CCC>S(=O)(=O)(O)O.C(#N)C>[F:32][CH2:13][C:5]1[C:6]([C:7]([OH:9])=[O:8])=[CH:10][CH:11]=[CH:3][CH:4]=1 |f:4.5|. Solvent: C(C)#N (acetonitrile), S(O)(O)(=O)=O (sulfuric acid). Reported procedure: 4-Bromomethylbenzoic acid was converted to t-butyl 4-bromomethylbenzoate using isobutylene in sulfuric acid [16], in 50% yield. The product, an oil, had the following NMR spectrum in CDCl3 : 6 7.96 and 7.43 (each d, 2H, J=8Hz), 4.50 (s, 2H), 1.59 (s, 9H, t-Bu). The chemical ionization mass spectrum (NH3) showed peaks at 211 (m+1), 228. The bromomethyl compound was fluorinated as above using tetrabutylammonium fluoride in acetonitrile, in 90% yield. NMR spectrum in CDCl3 : 6 8.01 and 7.41 (each d... Yields the product FCC=1C(=CC=CC1)C(=O)O (α-fluorotoluic acid).